The task is: describe an organic reaction: reactants, conditions, products, and yield. This data is from the Open Reaction Database (ORD), a public repository of structured organic reaction records. The reactants are FC=1C=C(C=CC1OC1=C2C(=NC=C1)C=C(S2)C=2N(C=CN2)C)N (3-Fluoro-4-(2-(1-methyl-1H-imidazol-2-yl)thieno[3,2-b]pyridin-7-yloxy)benzenamine), Cl.Cl.FC=1C=C(C=CC1OC1=C2C(=NC=C1)C=C(S2)C=2N(C=CN2)C)NC(=S)NC(CC2=C(C=CC=C2)F)=O (N-(3-Fluoro-4-(2-(1-methyl-1H-imidazol-2-yl)thieno[3,2-b]pyridin-7-yloxy)phenyl carbamothioyl)-2-(2-fluorophenyl)acetamide di-hydrochloride), COC1=C(C=CC=C1)CC(=O)N=C=S (2-(2-methoxyphenyl)acetyl isothiocyanate). The product is Cl.Cl.FC=1C=C(C=CC1OC1=C2C(=NC=C1)C=C(S2)C=2N(C=CN2)C)NC(=S)NC(CC2=C(C=CC=C2)OC)=O (N-(3-Fluoro-4-(2-(1-methyl-1H-imidazol-2-yl)thieno[3,2-b]pyridin-7-yloxy)phenylcarbamothioyl)-2-(2-methoxyphenyl)acetamide di-hydrochloride). Reaction SMILES: [F:1][C:2]1[CH:3]=[C:4]([NH2:24])[CH:5]=[CH:6][C:7]=1[O:8][C:9]1[CH:14]=[CH:13][N:12]=[C:11]2[CH:15]=[C:16]([C:18]3[N:19]([CH3:23])[CH:20]=[CH:21][N:22]=3)[S:17][C:10]=12.[ClH:25].Cl.FC1C=C(NC(NC(=O)CC2C=CC=CC=2F)=S)C=CC=1OC1C=CN=C2C=C(C3N(C)C=CN=3)SC=12.[CH3:64][O:65][C:66]1[CH:71]=[CH:70][CH:69]=[CH:68][C:67]=1[CH2:72][C:73]([N:75]=[C:76]=[S:77])=[O:74]>>[ClH:25].[ClH:25].[F:1][C:2]1[CH:3]=[C:4]([NH:24][C:76]([NH:75][C:73](=[O:74])[CH2:72][C:67]2[CH:68]=[CH:69][CH:70]=[CH:71][C:66]=2[O:65][CH3:64])=[S:77])[CH:5]=[CH:6][C:7]=1[O:8][C:9]1[CH:14]=[CH:13][N:12]=[C:11]2[CH:15]=[C:16]([C:18]3[N:19]([CH3:23])[CH:20]=[CH:21][N:22]=3)[S:17][C:10]=12 |f:1.2.3,5.6.7|. Procedure: Starting from the compound 219, following the procedure described above for the synthesis of 303a (example 232) but replacing 2-(2-fluorophenyl)acetyl isothiocyanate with 2-(2-methoxyphenyl)acetyl isothiocyanate, title compound 303b was obtained in 44% as an off-white solid. 1H NMR (d-DMSO) δ (ppm): 12.55 (s, 1H), 11.73(s, 1H), 8.62(m, 1H), 8.09(m, 1H), 7.65(s, 1H), 7.57(m, 1H), 7.43(s, 1H), 7.27-7.20(m, 1H), 6.98(d, 1H, J=8.2 Hz), 6.90(dt, 1H, J1=1.0 Hz, J2=7.4 Hz), 6.79(m, 1H), 4.02(s, 3H), 3.... The reactants are [H-].[Al+3].[Li+].[H-].[H-].[H-] (Lithium aluminium hydride), C1CCOC1 (THF), S1C=2N(CC1)C=C(N2)C(=O)OCC (ethyl 2,3-dihydroimidazo[2,1-b]thiazole-6-carboxylate). Solvent: O (water). Run at time 2 hour. Yields the product OCC=1N=C2SCCN2C1 (2,3-Dihydro-6-hydroxymethylimidazo[2,1-b]thiazole). Yield: 98.4%. As a reaction SMILES: [H-].[Al+3].[Li+].[H-].[H-].[H-].C1COCC1.[S:12]1[CH2:16][CH2:15][N:14]2[CH:17]=[C:18]([C:20](OCC)=[O:21])[N:19]=[C:13]12>O>[OH:21][CH2:20][C:18]1[N:19]=[C:13]2[N:14]([CH:17]=1)[CH2:15][CH2:16][S:12]2 |f:0.1.2.3.4.5|. Procedure: Lithium aluminium hydride (280 mg, 7.3 mmol) was suspended in dry, redistilled THF (20 ml) under argon and treated dropwise with a solution (THF, 20 ml), of ethyl 2,3-dihydroimidazo[2,1-b]thiazole-6-carboxylate (1.32 g, 6.7 mmol). After 2 h, water was added carefully until effervescence ceased when the mixture was filtered through Celite, the filter pad washed with THF and water and the filtrate and washings combined and evaporated to dryness under reduced pressure. The residue was evaporated tw...